Task: describe an organic reaction: reactants, conditions, products, and yield. Dataset: the Open Reaction Database (ORD), a public repository of structured organic reaction records The reactants are C(C)(=O)OCC1=NC2=C3N=C(C=CC3=CC=C2C=C1)C (2-acetoxymethyl-9-methyl-1,10-phenanthroline), Br (HBr). The product is BrCC1=NC2=C3N=C(C=CC3=CC=C2C=C1)C (2-Bromomethyl-9-methyl-1,10-phenanthroline). Yield: 42.0%. Reaction SMILES: C(O[CH2:5][C:6]1[CH:19]=[CH:18][C:17]2[C:8](=[C:9]3[C:14](=[CH:15][CH:16]=2)[CH:13]=[CH:12][C:11]([CH3:20])=[N:10]3)[N:7]=1)(=O)C.[BrH:21]>>[Br:21][CH2:5][C:6]1[CH:19]=[CH:18][C:17]2[C:8](=[C:9]3[C:14](=[CH:15][CH:16]=2)[CH:13]=[CH:12][C:11]([CH3:20])=[N:10]3)[N:7]=1. Reported procedure: The acetate (21) was dissolved in 60 mL of 31% HBr in HoAc and refluxed for 4 hours. After cooling, all the solvent was removed in vacuo. The resulting black residue was suspended in a mixture of CH2Cl2 and dilute aqueous NaHCO3. Four 200 mL CH2Cl2 extracts removed the desired bromide from the insoluble material floating at the solvent interface. After drying over Na2SO4 and removal of the solvent, the dark residual solid was relatively pure phenanthroline (22) containing a trace amount of 2,9-d... Reactants: CO, CCN(C(C)C)C(C)C, Oc1nc(-c2ccc(F)cc2)c(CCCl)s1, Cl, Fc1ccc2c(C3CCNCC3)coc2c1. Yields the product Oc1nc(-c2ccc(F)cc2)c(CCN2CCC(c3coc4cc(F)ccc34)CC2)s1. As a reaction SMILES: [CH3:43][OH:44].[CH:34]([N:35]([CH:36]([CH3:37])[CH3:38])[CH2:39][CH3:40])([CH3:41])[CH3:42].[Cl:1][CH2:2][CH2:3][c:4]1[c:5](-[c:10]2[cH:11][cH:12][c:13]([F:16])[cH:14][cH:15]2)[n:6][c:7]([OH:9])[s:8]1.[ClH:17].[F:18][c:19]1[cH:20][c:21]2[c:22]([c:23]([CH:26]3[CH2:27][CH2:28][NH:29][CH2:30][CH2:31]3)[cH:24][o:25]2)[cH:32][cH:33]1>>[CH2:2]([CH2:3][c:4]1[c:5](-[c:10]2[cH:11][cH:12][c:13]([F:16])[cH:14][cH:15]2)[n:6][c:7]([OH:9])[s:8]1)[N:29]1[CH2:28][CH2:27][CH:26]([c:23]2[c:22]3[c:21]([cH:20][c:19]([F:18])[cH:33][cH:32]3)[o:25][cH:24]2)[CH2:31][CH2:30]1.